Dataset: the Open Reaction Database (ORD), a public repository of structured organic reaction records. Task: describe an organic reaction: reactants, conditions, products, and yield Starting materials: ClC1=CC(=CC=C1)C(=O)OO (m-chloroperbenzoic acid), BrC1(CS[C@H]2N(C1C(=O)OCC(Cl)(Cl)Cl)C(C2NC(CC2=CC=CC=C2)=O)=O)C (2,2,2-trichloroethyl 3-bromo-3-methyl-7-(2-phenylacetamido)cepham-4-carboxylate). Run in C(Cl)(Cl)Cl (chloroform). Yields the product BrC1(CS([C@H]2N(C1C(=O)OCC(Cl)(Cl)Cl)C(C2NC(CC2=CC=CC=C2)=O)=O)=O)C (2,2,2-trichloroethyl 3-bromo-3-methyl-7-(2-phenylacetamido)cepham-4-carboxylate-1-oxide). Yield: 88.3%. RXN SMILES: ClC1C=CC=C(C(OO)=[O:9])C=1.[Br:12][C:13]1([CH3:40])[CH:18]([C:19]([O:21][CH2:22][C:23]([Cl:26])([Cl:25])[Cl:24])=[O:20])[N:17]2[C:27](=[O:39])[CH:28]([NH:29][C:30](=[O:38])[CH2:31][C:32]3[CH:37]=[CH:36][CH:35]=[CH:34][CH:33]=3)[C@H:16]2[S:15][CH2:14]1>C(Cl)(Cl)Cl>[Br:12][C:13]1([CH3:40])[CH:18]([C:19]([O:21][CH2:22][C:23]([Cl:24])([Cl:25])[Cl:26])=[O:20])[N:17]2[C:27](=[O:39])[CH:28]([NH:29][C:30](=[O:38])[CH2:31][C:32]3[CH:37]=[CH:36][CH:35]=[CH:34][CH:33]=3)[C@H:16]2[S:15](=[O:9])[CH2:14]1. Reported procedure: A solution of m-chloroperbenzoic acid (0.445 g) in chloroform (5 ml) was added to a solution of 2,2,2-trichloroethyl 3-bromo-3-methyl-7-(2-phenylacetamido)cepham-4-carboxylate (1.21 g) under stirring at -5° to -10° C., and the mixture was stirred for an hour at the same temperature. After the reaction, the reaction mixture was washed with 5% sodium bicarbonate aqueous solution and with water in turn and then dried. After the solvent was distilled off, the residue was crystallized by adding ether... Starting materials: N(C(=O)C)CC1=NN=C(C2=C(C1)C=C1C(=C2)OCO1)C1=CC=C(C=C1)[N+](=O)[O-] (8-Acetaminomethyl-5-(4-nitrophenyl)-9H-1,3-dioxolo[4,5-h][2,3]-benzodiazepine), P(=O)(Cl)(Cl)Cl (phosphorus oxychloride). Run in C(Cl)Cl (methylene chloride). Conditions: time 3 hour. Product: CC1=NC=C2N1N=C(C1=C(C2)C=C2C(=C1)OCO2)C2=CC=C(C=C2)[N+](=O)[O-] (8-Methyl-5-(4-nitrophenyl)-11H-1,3-dioxolo[4,5-h]imidazo[3,4-c][2,3]benzodiazepine). Isolated yield 84.1%. Reaction SMILES: [NH:1]([CH2:5][C:6]1[CH2:12][C:11]2[CH:13]=[C:14]3[O:19][CH2:18][O:17][C:15]3=[CH:16][C:10]=2[C:9]([C:20]2[CH:25]=[CH:24][C:23]([N+:26]([O-:28])=[O:27])=[CH:22][CH:21]=2)=[N:8][N:7]=1)[C:2]([CH3:4])=O.P(Cl)(Cl)(Cl)=O>C(Cl)Cl>[CH3:4][C:2]1[N:7]2[N:8]=[C:9]([C:20]3[CH:25]=[CH:24][C:23]([N+:26]([O-:28])=[O:27])=[CH:22][CH:21]=3)[C:10]3[CH:16]=[C:15]4[O:17][CH2:18][O:19][C:14]4=[CH:13][C:11]=3[CH2:12][C:6]2=[CH:5][N:1]=1. Procedure: 0.40 g (1.05 mmol) of the acetamido compound of step C is suspended in 20 ml of methylene chloride and mixed with 0.48 ml (5.3 mmol) of phosphorus oxychloride. Then, the mixture is heated to boiling for 3 hours. After concentration by evaporation, the residue is taken up in methylene chloride (30 ml) and washed with sodium bicarbonate solution and water, dried, filtered and concentrated by evaporation. 0.38 g of solid substance, which is purified by column chromatography, is obtained (silica gel... The reactants are C[Si](C)(C)[N-][Si](C)(C)C.[Li+] (lithium bis(trimethylsilyl)amide), solution, ClC1=CC2=C(C=N1)C(OC2CC)=O (6-chloro-1-ethyl-1H-furo[3,4-c]pyridin-3-one), Cl (HCl), FC=1C=C2CC(NC2=CC1)=O (5-fluoro-1,3-dihydro-indol-2-one). Run in C1CCOC1 (THF), C1CCOC1 (THF), C1CCOC1 (THF). Reaction conditions: temperature 0 celsius, time 10 minute. Yields the product ClC1=CC2=C(C=N1)C(OC2CC)=C2C(NC1=CC=C(C=C21)F)=O (3-(6-Chloro-1-ethyl-1H-furo[3,4-c]pyridin-3-ylidene)-5-fluoro-1,3-dihydro-indol-2-one). The yield is 34.5%. Reaction SMILES: [F:1][C:2]1[CH:3]=[C:4]2[C:8](=[CH:9][CH:10]=1)[NH:7][C:6](=[O:11])[CH2:5]2.C[Si]([N-][Si](C)(C)C)(C)C.[Li+].[Cl:22][C:23]1[N:28]=[CH:27][C:26]2[C:29](=O)[O:30][CH:31]([CH2:32][CH3:33])[C:25]=2[CH:24]=1.Cl>C1COCC1>[Cl:22][C:23]1[N:28]=[CH:27][C:26]2[C:29](=[C:5]3[C:4]4[C:8](=[CH:9][CH:10]=[C:2]([F:1])[CH:3]=4)[NH:7][C:6]3=[O:11])[O:30][CH:31]([CH2:32][CH3:33])[C:25]=2[CH:24]=1 |f:1.2|. Procedure details: A solution of 5-fluoro-1,3-dihydro-indol-2-one (4.71 g, 31.2 mmol.) in THF (30 mL) is cooled to 0° C. under an argon atmosphere and treated with a solution of lithium bis(trimethylsilyl)amide (60 mL of a 1 M solution in THF, 60.0 mmol) dropwise. The resulting solution is stirred at 0° C. for 10 min and warmed room temperature. A solution of 6-chloro-1-ethyl-1H-furo[3,4-c]pyridin-3-one, (4.11 g, 20.8 mmol) in THF (30 mL) is added dropwise to the reaction mixture. The resulting solution is stirred... Reactants: C(C1=CC=CC=C1)[C@@H]1N(C(OC1)=O)C([C@H](CCCN(S(=O)(=O)C)C1=C(C=C2C(=N1)OC(=C2C(=O)NC)C2=CC=C(C=C2)C)I)C)=O (6-(N—((S)-5-((S)-4-benzyl-2-oxooxazolidin-3-yl)-4-methyl-5-oxopentyl)methylsulfonamido)-5-iodo-N-methyl-2-p-tolylfuro[2,3-b]pyridine-3-carboxamide), COC=1C=CC=C(C1C=2C=CC=CC2P(C3CCCCC3)C4CCCCC4)OC (S-Phos), C([O-])([O-])=O.[Na+].[Na+] (SODIUM CARBONATE), C1(CC1)B(O)O (cyclopropylboronic acid). The reagents and catalysts are CC(=O)[O-].CC(=O)[O-].[Pd+2] (Pd(OAc)2). Run in C1(=CC=CC=C1)C (toluene), C1(=CC=CC=C1)C (toluene). The product is C(C1=CC=CC=C1)[C@@H]1N(C(OC1)=O)C([C@H](CCCN(S(=O)(=O)C)C1=C(C=C2C(=N1)OC(=C2C(=O)NC)C2=CC=C(C=C2)C)C2CC2)C)=O (6-(N—((S)-5-((S)-4-benzyl-2-oxooxazolidin-3-yl)-4-methyl-5-oxopentyl)methylsulfonamido)-5-cyclopropyl-N-methyl-2-p-tolylfuro[2,3-b]pyridine-3-carboxamide). As a reaction SMILES: [CH2:1]([C@H:8]1[CH2:12][O:11][C:10](=[O:13])[N:9]1[C:14](=[O:46])[C@@H:15]([CH3:45])[CH2:16][CH2:17][CH2:18][N:19]([C:24]1[N:29]=[C:28]2[O:30][C:31]([C:37]3[CH:42]=[CH:41][C:40]([CH3:43])=[CH:39][CH:38]=3)=[C:32]([C:33]([NH:35][CH3:36])=[O:34])[C:27]2=[CH:26][C:25]=1I)[S:20]([CH3:23])(=[O:22])=[O:21])[C:2]1[CH:7]=[CH:6][CH:5]=[CH:4][CH:3]=1.CO[C:49]1C=CC=C(OC)[C:54]=1[C:55]1C=CC=CC=1P(C1CCCCC1)C1CCCCC1.C(=O)([O-])[O-].[Na+].[Na+].C1(B(O)O)CC1>C1(C)C=CC=CC=1.CC([O-])=O.CC([O-])=O.[Pd+2]>[CH2:1]([C@H:8]1[CH2:12][O:11][C:10](=[O:13])[N:9]1[C:14](=[O:46])[C@@H:15]([CH3:45])[CH2:16][CH2:17][CH2:18][N:19]([C:24]1[N:29]=[C:28]2[O:30][C:31]([C:37]3[CH:42]=[CH:41][C:40]([CH3:43])=[CH:39][CH:38]=3)=[C:32]([C:33]([NH:35][CH3:36])=[O:34])[C:27]2=[CH:26][C:25]=1[CH:55]1[CH2:54][CH2:49]1)[S:20]([CH3:23])(=[O:22])=[O:21])[C:2]1[CH:7]=[CH:6][CH:5]=[CH:4][CH:3]=1 |f:2.3.4,7.8.9|. Procedure details: To 6-(N—((S)-5-((S)-4-benzyl-2-oxooxazolidin-3-yl)-4-methyl-5-oxopentyl)methylsulfonamido)-5-iodo-N-methyl-2-p-tolylfuro[2,3-b]pyridine-3-carboxamide (964 mg, 1.271 mmol) was added a premixed solution of S-Phos (52.2 mg, 0.127 mmol) and Pd(OAc)2 (11.41 mg, 0.051 mmol) in toluene (2.139 mL) Added a premixed solution of 2N SODIUM CARBONATE (12.71 mL, 25.4 mmol) and cyclopropylboronic acid (1637 mg, 19.06 mmol) in toluene (6.42 mL). Reaction SMILES: [CH2:1]([CH3:2])[O:3][C:4]([C:5]([CH3:6])([CH3:7])[O:8][c:9]1[cH:10][c:11]([OH:19])[cH:12][c:13]2[cH:14][cH:15][cH:16][cH:17][c:18]12)=[O:20].[CH3:21][c:22]1[n:23][c:24](-[c:31]2[cH:32][cH:33][c:34]([C:37]([F:38])([F:39])[F:40])[cH:35][cH:36]2)[cH:25][cH:26][c:27]1[CH2:28][CH2:29][OH:30]>>[CH2:1]([CH3:2])[O:3][C:4]([C:5]([CH3:6])([CH3:7])[O:8][c:9]1[cH:10][c:11]([O:19][CH2:29][CH2:28][c:27]2[c:22]([CH3:21])[n:23][c:24](-[c:31]3[cH:32][cH:33][c:34]([C:37]([F:38])([F:39])[F:40])[cH:35][cH:36]3)[cH:25][cH:26]2)[cH:12][c:13]2[cH:14][cH:15][cH:16][cH:17][c:18]12)=[O:20]. Reactants: CCOC(=O)C(C)(C)Oc1cc(O)cc2ccccc12, Cc1nc(-c2ccc(C(F)(F)F)cc2)ccc1CCO. The product is CCOC(=O)C(C)(C)Oc1cc(OCCc2ccc(-c3ccc(C(F)(F)F)cc3)nc2C)cc2ccccc12. Starting materials: CNC1(CCC(CC1)=O)C1=CC=CC=C1 (4-methylamino-4-phenylcyclohexanone), CC(=O)C (acetone), C([O-])(O)=O.[Na+] (sodium bicarbonate), Cl (hydrogen chloride), ethylene ketal, hydrochloride, Cl (hydrochloric acid). The solvent is C(Cl)Cl (methylene chloride), CCOCC (ether), CCOCC (ether), C(C)OCC (diethyl ether). Yields the product Cl.CNC1(CCC(CC1)=O)C1=CC=CC=C1 (4-methylamino-4-phenylcyclohexanone hydrochloride). The yield is 74.0%. Reaction SMILES: [CH3:1][NH:2][C:3]1([C:10]2[CH:15]=[CH:14][CH:13]=[CH:12][CH:11]=2)[CH2:8][CH2:7][C:6](=[O:9])[CH2:5][CH2:4]1.[ClH:16].CC(C)=O.C(=O)(O)[O-].[Na+]>C(OCC)C.C(Cl)Cl>[ClH:16].[CH3:1][NH:2][C:3]1([C:10]2[CH:11]=[CH:12][CH:13]=[CH:14][CH:15]=2)[CH2:8][CH2:7][C:6](=[O:9])[CH2:5][CH2:4]1 |f:3.4,7.8|. Procedure details: A reaction mixture consisting of 1.0 gm. (0.0035 mole) of 4-methylamino-4-phenylcyclohexanone, ethylene ketal, hydrochloride (prepared in Example 17, Part G, above) 2.0 ml. of 2.5 N hydrochloric acid, and 20 ml. acetone is stirred continuously for 18 hours, at 25° C. The reaction mixture is then made basic by adding solid sodium bicarbonate, and most of the solvent is removed by evaporation under reduced pressure. The concentrated material thus obtained is ectracted four times with 20 ml. portio... Reactants: FC=1C=C(C(=O)N(C)OC)C=CN1 (2-fluoro-N-methoxy-N-methylisonicotinamide), ClC1=NC2=CC=C(C=C2C(=C1C1=CC=CC=C1)Cl)C(O)(C1=CC=NC=C1)C1=CN=CN1C ((2,4-dichloro-3-phenylquinolin-6-yl)(1-methyl-1H-imidazol-5-yl)(pyridin-4-yl)methanol), ClC1=NC2=CC=C(C=C2C(=C1C1=CC=CC=C1)Cl)C(O)(C1=CC=NC=C1)C1=CN=CN1C ((2,4-dichloro-3-phenylquinolin-6-yl)(1-methyl-1H-imidazol-5-yl)(pyridin-4-yl)methanol), Intermediate 28, CON(C(C1=CC=NC=C1)=O)C (N-methoxy-N-methylisonicotinamide). The product is FC1=NC=CC(=C1)C(=O)C=1N(C=CN1)C ((2-Fluoropyridin-4-yl)(1-methyl-1H-imidazol-2-yl)methanone). As a reaction SMILES: [F:1][C:2]1[CH:3]=[C:4]([CH:11]=[CH:12][N:13]=1)[C:5](N(OC)C)=[O:6].CON(C)C(=O)C1C=CN=CC=1.ClC1C(C2C=CC=CC=2)=C(Cl)C2C(=CC=C(C([C:52]3[N:56]([CH3:57])[CH:55]=[N:54][CH:53]=3)(C3C=CN=CC=3)O)C=2)N=1>>[F:1][C:2]1[CH:3]=[C:4]([C:5]([C:55]2[N:56]([CH3:57])[CH:52]=[CH:53][N:54]=2)=[O:6])[CH:11]=[CH:12][N:13]=1. Reported procedure: The title compound was prepared using 2-fluoro-N-methoxy-N-methylisonicotinamide (Intermediate 28: step a) in place of N-methoxy-N-methylisonicotinamide (Intermediate 25: step a) according to the procedure described in Intermediate 25: step b. Starting materials: CC(C)(C)OC(=O)N1CC2CCC1CC2=Cc1ccc(Cl)c(Cl)c1, CCO, CCOC(C)=O. Product: CC(C)(C)OC(=O)N1CC2CCC1CC2Cc1ccc(Cl)c(Cl)c1. As a reaction SMILES: [C:1]([CH3:2])([CH3:3])([CH3:4])[O:5][C:6](=[O:7])[N:8]1[CH:9]2[CH2:10][C:11](=[CH:16][c:17]3[cH:18][c:19]([Cl:24])[c:20]([Cl:23])[cH:21][cH:22]3)[CH:12]([CH2:13]1)[CH2:14][CH2:15]2.[CH3:25][CH2:26][OH:27].[CH3:28][CH2:29][O:30][C:31]([CH3:32])=[O:33]>>[C:1]([CH3:2])([CH3:3])([CH3:4])[O:5][C:6](=[O:7])[N:8]1[CH:9]2[CH2:10][CH:11]([CH2:16][c:17]3[cH:18][c:19]([Cl:24])[c:20]([Cl:23])[cH:21][cH:22]3)[CH:12]([CH2:13]1)[CH2:14][CH2:15]2. Procedure details: 2-Cyclohex-1-enyl-4-(1,1-dioxo-1λ6-[1,2,6]thiadiazinan-4-yl)-phenylamine (as prepared in the previous step, 30.7 mg, 0.100 mmol) was coupled to 4-cyano-1-(2-trimethylsilanyl-ethoxymethyl)-1H-imidazole-2-carboxylic acid, potassium salt (as prepared in Example 1, step (d), 33.6 mg, 0.260 mmol) as described in Example 1, step (l) to obtain the title compound (14 mg, 25%) after purification on silica (20-50% EtOAc-hexane): Mass spectrum (ESI, m/z): Calcd. for C26H36N6O4SSi, 557.2 (M+H). found 556.8. Reactants: C1(=CCCCC1)C1=C(C=CC(=C1)C1CNS(NC1)(=O)=O)N (2-Cyclohex-1-enyl-4-(1,1-dioxo-1λ6-[1,2,6]thiadiazinan-4-yl)-phenylamine), C(#N)C=1N=C(N(C1)COCC[Si](C)(C)C)C(=O)O (4-cyano-1-(2-trimethylsilanyl-ethoxymethyl)-1H-imidazole-2-carboxylic acid), [K+].C(#N)C=1N=C(N(C1)COCC[Si](C)(C)C)C(=O)[O-] (4-Cyano-1-(2-trimethylsilanyl-ethoxymethyl)-1H-imidazole-2-carboxylate potassium salt). The yield is 25.0%. Reaction SMILES: [C:1]1([C:7]2[CH:12]=[C:11]([CH:13]3[CH2:18][NH:17][S:16](=[O:20])(=[O:19])[NH:15][CH2:14]3)[CH:10]=[CH:9][C:8]=2[NH2:21])[CH2:6][CH2:5][CH2:4][CH2:3][CH:2]=1.[C:22]([C:24]1[N:25]=[C:26]([C:37](O)=[O:38])[N:27](COCC[Si](C)(C)C)[CH:28]=1)#[N:23].[K+].C(C1N=C(C([O-])=O)N(COCC[Si](C)(C)C)C=1)#N>>[C:1]1([C:7]2[CH:12]=[C:11]([CH:13]3[CH2:14][NH:15][S:16](=[O:20])(=[O:19])[NH:17][CH2:18]3)[CH:10]=[CH:9][C:8]=2[NH:21][C:37]([C:26]2[NH:27][CH:28]=[C:24]([C:22]#[N:23])[N:25]=2)=[O:38])[CH2:6][CH2:5][CH2:4][CH2:3][CH:2]=1 |f:2.3|. The product is C1(=CCCCC1)C1=C(C=CC(=C1)C1CNS(NC1)(=O)=O)NC(=O)C=1NC=C(N1)C#N (4-Cyano-1H-imidazole-2-carboxylic acid [2-cyclohex-1-enyl-4-(1,1-dioxo-1λ6-[1,2,6]thiadiazinan-4-yl)-phenyl]-amide). As a reaction SMILES: [CH3:29][C:30]([CH3:31])([O-:32])[CH3:33].[I:1][c:2]1[n:3][n:4]2[c:5]([c:6](-[c:10]3[cH:11][cH:12][c:13]([O:16][CH3:17])[cH:14][cH:15]3)[cH:7][cH:8][cH:9]2)[n:18]1.[NH2:19][c:20]1[cH:21][n:22][n:23]([CH2:25][CH:26]([CH3:27])[OH:28])[cH:24]1.[Na+:34].[O:103]=[C:104]([CH:105]=[CH:106][c:107]1[cH:108][cH:109][cH:110][cH:111][cH:112]1)[CH:113]=[CH:114][c:115]1[cH:116][cH:117][cH:118][cH:119][cH:120]1.[O:121]=[C:122]([CH:123]=[CH:124][c:125]1[cH:126][cH:127][cH:128][cH:129][cH:130]1)[CH:131]=[CH:132][c:133]1[cH:134][cH:135][cH:136][cH:137][cH:138]1.[O:77]1[CH2:78][CH2:79][O:80][CH2:81][CH2:82]1.[O:85]=[C:86]([CH:87]=[CH:88][c:89]1[cH:90][cH:91][cH:92][cH:93][cH:94]1)[CH:95]=[CH:96][c:97]1[cH:98][cH:99][cH:100][cH:101][cH:102]1.[Pd:83].[Pd:84].[c:35]1([P:36]([c:37]2[cH:38][cH:39][cH:40][cH:41][cH:42]2)[c:43]2[c:44]3[c:68]([cH:69][cH:70][cH:71]2)[C:65]([CH3:66])([CH3:67])[c:47]2[c:46]([c:51]([P:52]([c:53]4[cH:54][cH:55][cH:56][cH:57][cH:58]4)[c:59]4[cH:60][cH:61][cH:62][cH:63][cH:64]4)[cH:50][cH:49][cH:48]2)[O:45]3)[cH:72][cH:73][cH:74][cH:75][cH:76]1>>[c:2]1([NH:19][c:20]2[cH:21][n:22][n:23]([CH2:25][CH:26]([CH3:27])[OH:28])[cH:24]2)[n:3][n:4]2[c:5]([c:6](-[c:10]3[cH:11][cH:12][c:13]([O:16][CH3:17])[cH:14][cH:15]3)[cH:7][cH:8][cH:9]2)[n:18]1. Starting materials: CC(C)(C)[O-], COc1ccc(-c2cccn3nc(I)nc23)cc1, CC(O)Cn1cc(N)cn1, [Na+], O=C(C=Cc1ccccc1)C=Cc1ccccc1, O=C(C=Cc1ccccc1)C=Cc1ccccc1, C1COCCO1, O=C(C=Cc1ccccc1)C=Cc1ccccc1, [Pd], [Pd], CC1(C)c2cccc(P(c3ccccc3)c3ccccc3)c2Oc2c(P(c3ccccc3)c3ccccc3)cccc21. Yields the product COc1ccc(-c2cccn3nc(Nc4cnn(CC(C)O)c4)nc23)cc1.